Dataset: the Open Reaction Database (ORD), a public repository of structured organic reaction records. Task: describe an organic reaction: reactants, conditions, products, and yield Starting materials: CC#N, COc1cc(C(=O)C(F)(F)F)ccc1OCCCCl, Fc1ccc2c(C3CCNCC3)noc2c1, [K+], [K+], O=C([O-])[O-], O. Product: COc1cc(C(=O)C(F)(F)F)ccc1OCCCN1CCC(c2noc3cc(F)ccc23)CC1. RXN SMILES: [CH3:42][C:43]#[N:44].[Cl:17][CH2:18][CH2:19][CH2:20][O:21][c:22]1[c:23]([O:34][CH3:35])[cH:24][c:25]([C:28]([C:29]([F:30])([F:31])[F:32])=[O:33])[cH:26][cH:27]1.[F:1][c:2]1[cH:3][c:4]2[c:5]([c:6]([CH:9]3[CH2:10][CH2:11][NH:12][CH2:13][CH2:14]3)[n:7][o:8]2)[cH:15][cH:16]1.[K+:36].[K+:37].[O-:38][C:39]([O-:40])=[O:41].[OH2:45]>>[F:1][c:2]1[cH:3][c:4]2[c:5]([c:6]([CH:9]3[CH2:10][CH2:11][N:12]([CH2:18][CH2:19][CH2:20][O:21][c:22]4[c:23]([O:34][CH3:35])[cH:24][c:25]([C:28]([C:29]([F:30])([F:31])[F:32])=[O:33])[cH:26][cH:27]4)[CH2:13][CH2:14]3)[n:7][o:8]2)[cH:15][cH:16]1. The reactants are Cl.COC=1C=C(C=CC1OC)C=1C(C(N(N1)C1CCNCC1)=O)(C)C (5-(3,4-dimethoxyphenyl)-4,4-dimethyl-2-(piperidin-4-yl)-2,4-dihydro-3H-pyrazol-3-one hydrochloride), Cl.COC=1C=C(C=CC1OC)C=1C(C(N(N1)C1CCNCC1)=O)(C)C (5-(3,4-dimethoxyphenyl)-4,4-dimethyl-2-(piperidin-4-yl)-2,4-dihydro-3H-pyrazol-3-one hydrochloride), CC1=C(C(=C(C=C1C)C)C)S(=O)(=O)Cl (2,3,5,6-tetramethylbenzenesulfonyl chloride). The product is COC=1C=C(C=CC1OC)C=1C(C(N(N1)C1CCN(CC1)S(=O)(=O)C1=C(C(=CC(=C1C)C)C)C)=O)(C)C (5-(3,4-Dimethoxyphenyl)-4,4-dimethyl-2-{1-[(2,3,5,6-tetramethylphenyl)sulfonyl]piperidin-4-yl}-2,4-dihydro-3H-pyrazol-3-one). As a reaction SMILES: Cl.[CH3:2][O:3][C:4]1[CH:5]=[C:6]([C:12]2[C:13]([CH3:25])([CH3:24])[C:14](=[O:23])[N:15]([CH:17]3[CH2:22][CH2:21][NH:20][CH2:19][CH2:18]3)[N:16]=2)[CH:7]=[CH:8][C:9]=1[O:10][CH3:11].[CH3:26][C:27]1[C:32]([CH3:33])=[CH:31][C:30]([CH3:34])=[C:29]([CH3:35])[C:28]=1[S:36](Cl)(=[O:38])=[O:37]>>[CH3:2][O:3][C:4]1[CH:5]=[C:6]([C:12]2[C:13]([CH3:25])([CH3:24])[C:14](=[O:23])[N:15]([CH:17]3[CH2:22][CH2:21][N:20]([S:36]([C:28]4[C:29]([CH3:35])=[C:30]([CH3:34])[CH:31]=[C:32]([CH3:33])[C:27]=4[CH3:26])(=[O:38])=[O:37])[CH2:19][CH2:18]3)[N:16]=2)[CH:7]=[CH:8][C:9]=1[O:10][CH3:11] |f:0.1|. Reported procedure: The title compound is prepared analogously as described for GP1 using 5-(3,4-dimethoxyphenyl)-4,4-dimethyl-2-(piperidin-4-yl)-2,4-dihydro-3H-pyrazol-3-one hydrochloride (compound B1*HCl) and 2,3,5,6-tetramethylbenzenesulfonyl chloride as starting compounds. The crude product is purified by crystallization from methanol to yield the title compound. Conditions: temperature 0 celsius, time 3 hour. As a reaction SMILES: [CH2:1]([C:5]1[CH:10]=[CH:9][C:8]([C:11]#[C:12][C:13]2[CH:20]=[CH:19][C:16]([CH:17]=O)=[CH:15][CH:14]=2)=[CH:7][CH:6]=1)[CH2:2][CH2:3][CH3:4].[Cl:21][C:22]1[CH:27]=[CH:26][C:25]([CH2:28][CH2:29][NH2:30])=[CH:24][CH:23]=1.[BH4-].[Na+].[Na+].[Cl-]>C1(C)C=CC=CC=1.O>[CH2:1]([C:5]1[CH:10]=[CH:9][C:8]([C:11]#[C:12][C:13]2[CH:20]=[CH:19][C:16]([CH2:17][NH:30][CH2:29][CH2:28][C:25]3[CH:26]=[CH:27][C:22]([Cl:21])=[CH:23][CH:24]=3)=[CH:15][CH:14]=2)=[CH:7][CH:6]=1)[CH2:2][CH2:3][CH3:4] |f:2.3,4.5|. Procedure details: A solution of 4-[(4-butylphenyl)ethynyl]benzaldehyde (2.62 g, 10.0 mmol, intermediate to which may be obtained according to methods disclosed in EP03103780.7) and 2-(4-chlorophenyl)ethylamine (Aldrich, 1.56 g, 10 mmol) was heated at reflux in toluene (50 mL) for 12 hrs with azeotropic removal of water. The mixture was evaporated under vacuum and the residue was taken up in MeOH (60 mL) and chilled at 0° C. NaBH4(567 mg, 15.0 mmol) was added portionwise and the reaction mixture was stirred for 30... Reactants: [Na+].[Cl-] (NaCl), C(CCC)C1=CC=C(C=C1)C#CC1=CC=C(C=O)C=C1 (4-[(4-butylphenyl)ethynyl]benzaldehyde), ClC1=CC=C(C=C1)CCN (2-(4-chlorophenyl)ethylamine), [BH4-].[Na+] (NaBH4). The yield is 73.6%. Product: C(CCC)C1=CC=C(C=C1)C#CC1=CC=C(CNCCC2=CC=C(C=C2)Cl)C=C1 ({4-[(4-butylphenyl)ethynyl]benzyl}[2-(4-chlorophenyl)ethyl]amine). The solvent is C1(=CC=CC=C1)C (toluene), O (water). Starting materials: COB(OC)OC (trimethylborate), Cl (hydrochloric acid), FC1=C(C=C(C2=C1C=CO2)Br)F (4,5-difluoro-7-bromobenzofuran), [Mg] (magnesium). The reagents and catalysts are C(CBr)Br (1,2-dibromomethane). Solvent: O1CCCC1 (tetrahydrofuran). Run at time 45 minute. The product is FC1=C(C=C(C2=C1C=CO2)B(O)O)F ((4,5-difluorobenzofur-7-yl)boronic acid). The yield is 97.6%. As a reaction SMILES: [F:1][C:2]1[C:7]2[CH:8]=[CH:9][O:10][C:6]=2[C:5](Br)=[CH:4][C:3]=1[F:12].[Mg].C[O:15][B:16](OC)[O:17]C.Cl>O1CCCC1.C(Br)CBr>[F:1][C:2]1[C:7]2[CH:8]=[CH:9][O:10][C:6]=2[C:5]([B:16]([OH:17])[OH:15])=[CH:4][C:3]=1[F:12]. Procedure details: Alternatively, a mixture of 0.484 gm (2.08 mMol) 4,5-difluoro-7-bromobenzofuran and 0.065 gm (2.67 mMol) magnesium in 5 mL tetrahydrofuran was heated at reflux. Two drops of 1,2-dibromomethane were added and the mixture heated at reflux for 45 minutes. To this mixture were added 260 μL (2.29 mMol) trimethylborate and heating was continued for an additional 45 minutes. After cooling to room temperature, 2.3 mL 1N hydrochloric acid were added and the mixture stirred for 45 minutes. The mixture was... The reactants are C1=CC(=CC=C1[N+](=O)[O-])O (p-nitrophenol), C(C)(=O)SCC(C(=O)O)CC(C)C (2-[(Acetylthio)methyl]-4-methylpentanoic acid), C1(CCCCC1)N=C=NC1CCCCC1 (dicyclohexylcarbodiimide). Solvent: C(C)(=O)OCC (ethyl acetate). Reaction conditions: temperature 5 celsius, time 4 hour. Yields the product C(C)(=O)SCC(C(=O)OC1=CC=C(C=C1)[N+](=O)[O-])CC(C)C (2-[(Acetylthio)methyl]-4-methylpentanoic acid, p-nitrophenyl ester). As a reaction SMILES: [C:1]([S:4][CH2:5][CH:6]([CH2:10][CH:11]([CH3:13])[CH3:12])[C:7]([OH:9])=[O:8])(=[O:3])[CH3:2].[CH:14]1[C:19]([N+:20]([O-:22])=[O:21])=[CH:18][CH:17]=[C:16](O)[CH:15]=1.C1(N=C=NC2CCCCC2)CCCCC1>C(OCC)(=O)C>[C:1]([S:4][CH2:5][CH:6]([CH2:10][CH:11]([CH3:13])[CH3:12])[C:7]([O:9][C:16]1[CH:15]=[CH:14][C:19]([N+:20]([O-:22])=[O:21])=[CH:18][CH:17]=1)=[O:8])(=[O:3])[CH3:2]. Procedure details: 2-[(Acetylthio)methyl]-4-methylpentanoic acid (5.1 g, see Example 1D) in 100 ml of ethyl acetate is cooled to 5° C. and treated with p-nitrophenol (3.5 g) followed by 5.1 g of dicyclohexylcarbodiimide, in portions. After stirring for four hours at 5° C., the dicyclohexylurea is filtered and the ethyl acetate is removed in vacuo. The resulting solid is washed with hexane to give the title compound, 8.0 g, as an oil.